Dataset: the Open Reaction Database (ORD), a public repository of structured organic reaction records. Task: describe an organic reaction: reactants, conditions, products, and yield Reactants: OC(CC(C)=O)CC(C)SC1=CC(=CC=C1)OC (4-hydroxy-6-(3-methoxyphenylthio)-2-heptanone), C1(=CC=C(C=C1)S(=O)(=O)O)C (p-toluene sulfonic acid). The solvent is C1(=CC=CC=C1)C (toluene). Yields the product COC=1C=C(C=CC1)SC(CC=CC(C)=O)C (6-(3-methoxyphenylthio)-3-hepten-2-one). The yield is 93.5%. RXN SMILES: O[CH:2]([CH2:7][CH:8]([S:10][C:11]1[CH:16]=[CH:15][CH:14]=[C:13]([O:17][CH3:18])[CH:12]=1)[CH3:9])[CH2:3][C:4](=[O:6])[CH3:5].C1(C)C=CC(S(O)(=O)=O)=CC=1>C1(C)C=CC=CC=1>[CH3:18][O:17][C:13]1[CH:12]=[C:11]([S:10][CH:8]([CH3:9])[CH2:7][CH:2]=[CH:3][C:4](=[O:6])[CH3:5])[CH:16]=[CH:15][CH:14]=1. Procedure details: 1.00 Gram of 4-hydroxy-6-(3-methoxyphenylthio)-2-heptanone was dissolved in 100 ml of toluene, and 0.02 g of p-toluene sulfonic acid was added thereto. The resulting mixture was refluxed for 1 hour with stirring. After having been cooled, the mixture was washed with a saturated aqueous sodium hydrogencarbonate solution and then saturated aqueous sodium chloride solution. Then the mixture was dried over anhydrous magnesium sulfate. Removing the solvent from the mixture under reduced pressure gave... Reactants: C(C)(C)(C)OC(=O)N(C=1C=C(C(=O)OC)C(=CN1)Br)C(=O)OC(C)(C)C (methyl 2-(bis(tert-butoxycarbonyl)amino)-5-bromoisonicotinate), C(C)(C)(C)OC(=O)N(C=1C=C(C(=O)OC)C(=CN1)Br)C(=O)OC(C)(C)C (methyl 2-(bis(tert-butoxycarbonyl)amino)-5-bromoisonicotinate), N (ammonia). Run in CO (methanol). Run at temperature 50 celsius. The product is BrC=1C(=CC(=NC1)NC(OC(C)(C)C)=O)C(N)=O (tert-butyl 5-bromo-4-carbamoylpyridin-2-ylcarbamate). Reaction SMILES: [C:1]([O:5][C:6]([N:8](C(OC(C)(C)C)=O)[C:9]1[CH:10]=[C:11]([C:16]([Br:19])=[CH:17][N:18]=1)[C:12](OC)=[O:13])=[O:7])([CH3:4])([CH3:3])[CH3:2].[NH3:27]>CO>[Br:19][C:16]1[C:11]([C:12](=[O:13])[NH2:27])=[CH:10][C:9]([NH:8][C:6](=[O:7])[O:5][C:1]([CH3:4])([CH3:3])[CH3:2])=[N:18][CH:17]=1. Reported procedure: A solution of methyl 2-(bis(tert-butoxycarbonyl)amino)-5-bromoisonicotinate (Intermediate 83, 100 g, 232 mmol) in 7 N ammonia in methanol (600 mL) was allowed to stir at 50° C. in a 1 L sealed tube overnight. The resulting mixture was evaporated to dryness and the crude product was directly used for the next step without further purification. Reactants: COc1cc(C=O)cc(Br)c1OC, CC#N, [O-][Cl+][O-], NS(=O)(=O)O, [Na+], O. Product: COc1cc(C(=O)O)cc(Br)c1OC. Reaction SMILES: [Br:1][c:2]1[cH:3][c:4]([CH:5]=[O:6])[cH:7][c:8]([O:12][CH3:13])[c:9]1[O:10][CH3:11].[CH3:23][C:24]#[N:25].[Cl+:19]([O-:20])[O-:21].[NH2:14][S:15]([OH:16])(=[O:17])=[O:18].[Na+:22].[OH2:26]>>[Br:1][c:2]1[cH:3][c:4]([C:5](=[O:6])[OH:16])[cH:7][c:8]([O:12][CH3:13])[c:9]1[O:10][CH3:11]. Starting materials: [OH-].[Na+] (NaOH), OC1=C(C=O)C=C(C=C1)OC(F)(F)F (2-hydroxy-5-trifluoromethoxy-benzaldehyde). The reagents and catalysts are [N+](=O)([O-])[O-].[Ag+] (silver nitrate). The solvent is O (water). Conditions: time 10 minute. Product: OC1=C(C(=O)O)C=C(C=C1)OC(F)(F)F (2-hydroxy-5-trifluoromethoxy-benzoic acid). The yield is 91.0%. RXN SMILES: [OH-:1].[Na+].[OH:3][C:4]1[CH:11]=[CH:10][C:9]([O:12][C:13]([F:16])([F:15])[F:14])=[CH:8][C:5]=1[CH:6]=[O:7]>O.[N+]([O-])([O-])=O.[Ag+]>[OH:3][C:4]1[CH:11]=[CH:10][C:9]([O:12][C:13]([F:14])([F:15])[F:16])=[CH:8][C:5]=1[C:6]([OH:1])=[O:7] |f:0.1,4.5|. Procedure: To a stirring solution of NaOH (8.15 g, 203.8 mmol) in water (35 mL, 5.8 M) was added an aq solution of silver nitrate (17.3 g, 101.9 mmol, 35 mL water, 2.9 M). A brownish solid formed. The flask was placed in an ice bath and to the stirring suspension was added 2-hydroxy-5-trifluoromethoxy-benzaldehyde in 500 mg portions (10.0 g, 48.5 mmol). After addition was complete and the reaction was stirred for 10 min in an ice bath, the mixture was filtered and the brownish precipitate was washed with h... Starting materials: CCOC(=O)COc1ccc(SCc2cc(O)cc(C#CCN3CCOCC3)c2)cc1C, CCCCP(CCCC)CCCC, C1CCOC1, COCc1ccc(F)cc1, O=C(N=NC(=O)N1CCCCC1)N1CCCCC1. Yields the product CCOC(=O)COc1ccc(SCc2cc(C#CCN3CCOCC3)cc(OCc3ccc(F)cc3)c2)cc1C. RXN SMILES: [CH2:1]([CH3:2])[O:3][C:4]([CH2:5][O:6][c:7]1[c:8]([CH3:31])[cH:9][c:10]([S:13][CH2:14][c:15]2[cH:16][c:17]([OH:30])[cH:18][c:19]([C:21]#[C:22][CH2:23][N:24]3[CH2:25][CH2:26][O:27][CH2:28][CH2:29]3)[cH:20]2)[cH:11][cH:12]1)=[O:32].[CH2:43]([P:44]([CH2:45][CH2:46][CH2:47][CH3:48])[CH2:49][CH2:50][CH2:51][CH3:52])[CH2:53][CH2:54][CH3:55].[CH2:74]1[O:75][CH2:76][CH2:77][CH2:78]1.[F:33][c:34]1[cH:35][cH:36][c:37]([CH2:40][O:41][CH3:42])[cH:38][cH:39]1.[N:56]([C:57]([N:58]1[CH2:59][CH2:60][CH2:61][CH2:62][CH2:63]1)=[O:64])=[N:65][C:66]([N:67]1[CH2:68][CH2:69][CH2:70][CH2:71][CH2:72]1)=[O:73]>>[CH2:1]([CH3:2])[O:3][C:4]([CH2:5][O:6][c:7]1[c:8]([CH3:31])[cH:9][c:10]([S:13][CH2:14][c:15]2[cH:16][c:17]([O:30][CH2:40][c:37]3[cH:36][cH:35][c:34]([F:33])[cH:39][cH:38]3)[cH:18][c:19]([C:21]#[C:22][CH2:23][N:24]3[CH2:25][CH2:26][O:27][CH2:28][CH2:29]3)[cH:20]2)[cH:11][cH:12]1)=[O:32]. Reactants: CC1(CC(C(C(C1)=O)=C(C)N[C@H]1[C@@H](O)O[C@@H]([C@H]([C@@H]1OC(C)=O)OC(C)=O)COC(C)=O)=O)C (2-Deoxy-2-[1-(4,4-dimethyl-2,6-dioxocyclohex-1-ylidene)ethylamino]-3,4,6-tri-O-acetyl-α-D-glucopyranose), ClC(C#N)(Cl)Cl (trichloroacetonitrile), N12CCCCCC2=NCCC1 (1,8-diazabicyclo(5.4.0)undec-7-en). The solvent is C(Cl)Cl (CH2Cl2). Conditions: temperature 0 celsius, time 2 hour. Yields the product ClC(C(OC1[C@@H]([C@@H](OC(C)=O)[C@H](OC(C)=O)[C@H](O1)COC(C)=O)NC(C)=C1C(CC(CC1=O)(C)C)=O)=N)(Cl)Cl (2-Deoxy-2-[1-(4,4-dimethyl-2,6-dioxocyclohex-1-ylidene)-ethylamino]-3,4,6-tri-O-acetyl-α,β-D-glucopyranosyl trichloroacetimidate). The yield is 55.0%. As a reaction SMILES: [CH3:1][C:2]1([CH3:33])[CH2:7][C:6](=[O:8])[C:5](=[C:9]([NH:11][C@@H:12]2[C@@H:18]([O:19][C:20](=[O:22])[CH3:21])[C@H:17]([O:23][C:24](=[O:26])[CH3:25])[C@@H:16]([CH2:27][O:28][C:29](=[O:31])[CH3:30])[O:15][C@@H:13]2[OH:14])[CH3:10])[C:4](=[O:32])[CH2:3]1.[Cl:34][C:35]([Cl:39])([Cl:38])[C:36]#[N:37].N12CCCN=C1CCCCC2>C(Cl)Cl>[Cl:34][C:35]([Cl:39])([Cl:38])[C:36](=[NH:37])[O:14][CH:13]1[O:15][C@H:16]([CH2:27][O:28][C:29](=[O:31])[CH3:30])[C@@H:17]([O:23][C:24](=[O:26])[CH3:25])[C@H:18]([O:19][C:20](=[O:22])[CH3:21])[C@H:12]1[NH:11][C:9](=[C:5]1[C:4](=[O:32])[CH2:3][C:2]([CH3:33])([CH3:1])[CH2:7][C:6]1=[O:8])[CH3:10]. Procedure details: A mixture of 2-Deoxy-2-[1-(4,4-dimethyl-2,6-dioxocyclohex-1-ylidene)ethylamino]-3,4,6-tri-O-acetyl-α-D-glucopyranose (100 mg, 0.21 mmol) and trichloroacetonitrile in CH2Cl2 was cooled to 0° C. and 1,8-diazabicyclo(5.4.0)undec-7-en (2 mg) added. The reaction mixture was stirred at 0° C. for 1.5 h and at room temperature for 2 h. The solution was evaporated, and the residue chromatographed using CHCl3/EtOAc 1:1 as the mobile phase to give 2-deoxy-2-[1-(4,4-dimethyl-2,6-dioxocyclohex-1-ylidene)ethy... The reactants are C, NC(=O)CC(O)CCCCNC(=O)OCc1ccccc1, CO, CC(=O)O, [Pd]. Product: NCCCCC(O)CC(N)=O. As a reaction SMILES: [C:24].[CH2:3]([O:4][C:5](=[O:6])[NH:13][CH2:14][CH2:15][CH2:16][CH2:17][CH:18]([CH2:19][C:20](=[O:21])[NH2:22])[OH:23])[c:7]1[cH:8][cH:9][cH:10][cH:11][cH:12]1.[CH3:1][OH:2].[CH3:26][C:27](=[O:28])[OH:29].[Pd:25]>>[NH2:13][CH2:14][CH2:15][CH2:16][CH2:17][CH:18]([CH2:19][C:20](=[O:21])[NH2:22])[OH:23]. Reactants: BrCc1ccccc1, CN(C)C=O, [H-], CC(=Cc1cccc(O)c1)[N+](=O)[O-], [Na+]. Product: CC(=Cc1cccc(OCc2ccccc2)c1)[N+](=O)[O-]. As a reaction SMILES: [Br:16][CH2:17][c:18]1[cH:19][cH:20][cH:21][cH:22][cH:23]1.[CH3:24][N:25]([CH3:26])[CH:27]=[O:28].[H-:14].[N+:1](=[O:2])([O-:3])[C:4](=[CH:5][c:6]1[cH:7][c:8]([OH:12])[cH:9][cH:10][cH:11]1)[CH3:13].[Na+:15]>>[N+:1](=[O:2])([O-:3])[C:4](=[CH:5][c:6]1[cH:7][c:8]([O:12][CH2:17][c:18]2[cH:19][cH:20][cH:21][cH:22][cH:23]2)[cH:9][cH:10][cH:11]1)[CH3:13]. Reactants: ClC=1C(=CC2=C(N(C(=N2)OC2CC(C2)C(=O)OCC)COCC[Si](C)(C)C)C1)C1=CC=C(C=C1)C1=C(C=CC=C1)O (ethyl 3-{[6-chloro-5-(2′-hydroxybiphenyl-4-yl)-1-{[2-(trimethylsilyl)ethoxy]methyl}-1H-benzimidazol-2-yl]oxy}cyclobutanecarboxylate), S([O-])(O)(=O)=O.[K+] (potassium bisulfate). Run in C(=O)O (formic acid). Reaction conditions: temperature 80 celsius. Yields the product ClC=1C(=CC2=C(NC(=N2)OC2CC(C2)C(=O)O)C1)C1=CC=C(C=C1)C1=C(C=CC=C1)O (3-{[6-chloro-5-(2′-hydroxybiphenyl-4-yl)-1H-benzimidazol-2-yl]oxy}cyclobutanecarboxylic acid). As a reaction SMILES: [Cl:1][C:2]1[C:3]([C:29]2[CH:34]=[CH:33][C:32]([C:35]3[CH:40]=[CH:39][CH:38]=[CH:37][C:36]=3[OH:41])=[CH:31][CH:30]=2)=[CH:4][C:5]2[N:9]=[C:8]([O:10][CH:11]3[CH2:14][CH:13]([C:15]([O:17]CC)=[O:16])[CH2:12]3)[N:7](COCC[Si](C)(C)C)[C:6]=2[CH:28]=1.S(=O)(=O)(O)[O-].[K+]>C(O)=O>[Cl:1][C:2]1[C:3]([C:29]2[CH:34]=[CH:33][C:32]([C:35]3[CH:40]=[CH:39][CH:38]=[CH:37][C:36]=3[OH:41])=[CH:31][CH:30]=2)=[CH:4][C:5]2[N:9]=[C:8]([O:10][CH:11]3[CH2:14][CH:13]([C:15]([OH:17])=[O:16])[CH2:12]3)[NH:7][C:6]=2[CH:28]=1 |f:1.2|. Procedure details: To a solution of ethyl 3-{[6-chloro-5-(2′-hydroxybiphenyl-4-yl)-1-{[2-(trimethylsilyl)ethoxy]methyl}-1H-benzimidazol-2-yl]oxy}cyclobutanecarboxylate (153 mg, 0.258 mmol) in formic acid (4 mL) was added saturated aqueous solution of potassium bisulfate (0.8 ml, 0.258 mmol). The reaction mixture was heated at 80° C. overnight. Then the volatiles were removed in vacuo, and the residue acidified with 1 N aqueous HCl, and extracted with EtOAc. The organic phase was separated, washed with water, and c... The reactants are ClC=1C=C(C=CC1)N1CCN(CC1)CCCN1NC(=NC1=O)CC (2-[3-[4-(3-chlorophenyl)-1-piperazinyl]propyl]-5-ethyl-1H-1,2,4-triazol-3-(2H)-one), O(C1=CC=CC=C1)CCCCBr (4-phenoxybutyl bromide), C([O-])([O-])=O.[K+].[K+] (potassium carbonate), [I-].[K+] (potassium iodide). The solvent is C(C)#N (acetonitrile). The product is Cl.ClC=1C=C(C=CC1)N1CCN(CC1)CCCN1N=C(N(C1=O)CCCCOC1=CC=CC=C1)CC (2-[3-[4-(3-chlorophenyl)-1-piperazinyl]propyl]-5-ethyl-2,4-dihydro-4-(4-phenoxybutyl)-3H-1,2,4-triazol-3-one hydrochloride). As a reaction SMILES: [Cl:1][C:2]1[CH:3]=[C:4]([N:8]2[CH2:13][CH2:12][N:11]([CH2:14][CH2:15][CH2:16][N:17]3[C:21](=[O:22])[N:20]=[C:19]([CH2:23][CH3:24])[NH:18]3)[CH2:10][CH2:9]2)[CH:5]=[CH:6][CH:7]=1.[O:25]([CH2:32][CH2:33][CH2:34][CH2:35]Br)[C:26]1[CH:31]=[CH:30][CH:29]=[CH:28][CH:27]=1.C(=O)([O-])[O-].[K+].[K+].[I-].[K+]>C(#N)C>[ClH:1].[Cl:1][C:2]1[CH:3]=[C:4]([N:8]2[CH2:9][CH2:10][N:11]([CH2:14][CH2:15][CH2:16][N:17]3[C:21](=[O:22])[N:20]([CH2:35][CH2:34][CH2:33][CH2:32][O:25][C:26]4[CH:31]=[CH:30][CH:29]=[CH:28][CH:27]=4)[C:19]([CH2:23][CH3:24])=[N:18]3)[CH2:12][CH2:13]2)[CH:5]=[CH:6][CH:7]=1 |f:2.3.4,5.6,8.9|. Procedure details: A mixture of 2-[3-[4-(3-chlorophenyl)-1-piperazinyl]propyl]-5-ethyl-1H-1,2,4-triazol-3-(2H)-one (3.86 g., 0.01 mole), 4-phenoxybutyl bromide (2.29 g., 0.01 mole), potassium carbonate (4.15 g., 0.01 mole) and a trace of potassium iodide in 50 ml. of acetonitrile is refluxed for a 65 hr. period. The reaction mixture is filtered, the filtrate concentrated under reduced pressure and residual material taken up in ether and filtered. Concentration of ethereal filtrate affords the free base. Conversion...